Task: describe an organic reaction: reactants, conditions, products, and yield. Dataset: the Open Reaction Database (ORD), a public repository of structured organic reaction records Reactants: [OH-].[Na+] (sodium hydroxide), Cl (hydrogen chloride), C1(CCCCC1)COC1=NC(=C2N=C(N(C2=N1)CC1CCOCC1)OC)N (2-[(Cyclohexylmethyl)oxy]-8-(methoxy)-9-(tetrahydro-2H-pyran-4-ylmethyl)-9H-purin-6-amine). Run in O1CCOCC1 (1,4-dioxane), CO (methanol), CO (methanol), O (water). Reaction conditions: time 4 hour. The product is NC1=C2NC(N(C2=NC(=N1)OCC1CCCCC1)CC1CCOCC1)=O (6-Amino-2-[(cyclohexylmethyl)oxy]-9-(tetrahydro-2H-pyran-4-ylmethyl)-7,9-dihydro-8H-Purin-8-one). Isolated yield 84.0%. As a reaction SMILES: [CH:1]1([CH2:7][O:8][C:9]2[N:17]=[C:16]3[C:12]([N:13]=[C:14]([O:25]C)[N:15]3[CH2:18][CH:19]3[CH2:24][CH2:23][O:22][CH2:21][CH2:20]3)=[C:11]([NH2:27])[N:10]=2)[CH2:6][CH2:5][CH2:4][CH2:3][CH2:2]1.Cl.[OH-].[Na+]>CO.O1CCOCC1.O>[NH2:27][C:11]1[N:10]=[C:9]([O:8][CH2:7][CH:1]2[CH2:2][CH2:3][CH2:4][CH2:5][CH2:6]2)[N:17]=[C:16]2[C:12]=1[NH:13][C:14](=[O:25])[N:15]2[CH2:18][CH:19]1[CH2:20][CH2:21][O:22][CH2:23][CH2:24]1 |f:2.3|. Procedure details: 2-[(Cyclohexylmethyl)oxy]-8-(methoxy)-9-(tetrahydro-2H-pyran-4-ylmethyl)-9H-purin-6-amine (RS105369-181A2) (0.1657 g) was dissolved in methanol (5 mL) and then added 4N hydrogen chloride in 1,4-dioxane (2 mL). The reaction mixture was stirred at room temperature for 4 hours. The reaction mixture was then evaporated under reduced pressure to give a solid that was then suspended in water (1 mL) and methanol (˜2-3 mL) before being neutralised (to pH 7) by the addition of 2N sodium hydroxide. The re... The reactants are COC1=CC=C(C=C1)C(C=O)(C)C (2-(4-Methoxyphenyl)-2-methylpropionaldehyde), C(Br)(Br)(Br)Br (CBr4), C1=CC=C(C=C1)P(C2=CC=CC=C2)C3=CC=CC=C3 (PPh3). The solvent is C(Cl)Cl (CH2Cl2). Reaction conditions: time 1.5 hour. The product is CC(C=C(Br)Br)(C)C1=CC=C(C=C1)OC (4-(1,1-Dimethyl-3,3-dibromo-2-propenyl)anisole). Isolated yield 44.0%. RXN SMILES: [CH3:1][O:2][C:3]1[CH:8]=[CH:7][C:6]([C:9]([CH3:13])([CH3:12])[CH:10]=O)=[CH:5][CH:4]=1.[C:14](Br)(Br)([Br:16])[Br:15].C1C=CC(P(C2C=CC=CC=2)C2C=CC=CC=2)=CC=1>C(Cl)Cl>[CH3:12][C:9]([C:6]1[CH:7]=[CH:8][C:3]([O:2][CH3:1])=[CH:4][CH:5]=1)([CH3:13])[CH:10]=[C:14]([Br:16])[Br:15]. Procedure details: To a stirred solution of Compound 45 (3.0 g, 17 mmol) and CBr4 (11 g, 34 mmol) in CH2Cl2 (100 ml) was added PPh3 (18 g, 67 mmol) at r.t., and stirred for 1.5 h. The mixture was quenched by the addition of H2O, and extracted with CH2Cl2. The combined organic layers were washed with brine, dried over MgSO4, filtered, and concentrated. This was purified by SiO2 chromatography to give Compound 53 (2.5 g, 45%) as a colorless oil.